This data is from the Open Reaction Database (ORD), a public repository of structured organic reaction records. The task is: describe an organic reaction: reactants, conditions, products, and yield Reactants: COc1c(CCC(=O)O)cccc1Oc1ccccc1C, CC(=O)OC(C)=O, I. Yields the product Cc1ccccc1Oc1cccc2c1OC(=O)CC2. RXN SMILES: [CH3:1][O:2][c:3]1[c:4]([CH2:17][CH2:18][C:19](=[O:20])[OH:21])[cH:5][cH:6][cH:7][c:8]1[O:9][c:10]1[c:11]([CH3:16])[cH:12][cH:13][cH:14][cH:15]1.[CH3:23][C:24]([O:25][C:26](=[O:27])[CH3:28])=[O:29].[IH:22]>>[c:3]12[c:4]([cH:5][cH:6][cH:7][c:8]1[O:9][c:10]1[c:11]([CH3:16])[cH:12][cH:13][cH:14][cH:15]1)[CH2:17][CH2:18][C:19](=[O:20])[O:21]2. The reactants are CCOC(C)OCCC1(Br)CC1(Br)Br, CO, Cl, O, O, Cc1ccc(S(=O)(=O)O)cc1. Yields the product OCCC1(Br)CC1(Br)Br. As a reaction SMILES: [Br:1][C:2]1([Br:14])[C:3]([CH2:5][CH2:6][O:7][CH:8]([O:9][CH2:10][CH3:11])[CH3:12])([Br:13])[CH2:4]1.[CH3:28][OH:29].[ClH:27].[OH2:15].[OH2:30].[c:16]1([CH3:17])[cH:18][cH:19][c:20]([S:21]([OH:22])(=[O:23])=[O:24])[cH:25][cH:26]1>>[Br:1][C:2]1([Br:14])[C:3]([CH2:5][CH2:6][OH:7])([Br:13])[CH2:4]1. Starting materials: solution, C[Si](OC1=C(C=CC=C1)CC(=O)OC)(C)C (methyl (2-trimethylsilyloxyphenyl)acetate), C(C)I (ethyl iodide), C(C)(C)NC(C)C (diisopropylamine), [Li]CCCC (BuLi), Cl (HCl). Solvent: C1CCOC1 (THF), C1CCOC1 (THF), CCCCCC (hexane). Run at temperature 0 celsius, time 30 minute. The product is OC1=C(C=CC=C1)C(C(=O)OC)CC (Methyl 2-(2-hydroxyphenyl)butanoate). RXN SMILES: [CH:1](NC(C)C)(C)[CH3:2].[Li]CCCC.C[Si](C)(C)[O:15][C:16]1[CH:21]=[CH:20][CH:19]=[CH:18][C:17]=1[CH2:22][C:23]([O:25][CH3:26])=[O:24].C(I)C.Cl>C1COCC1.CCCCCC>[OH:15][C:16]1[CH:21]=[CH:20][CH:19]=[CH:18][C:17]=1[CH:22]([CH2:1][CH3:2])[C:23]([O:25][CH3:26])=[O:24]. Procedure details: To a solution of diisopropylamine (0.46 mL) in THF (3 mL) at 0° C. was added 1.6M BuLi in hexane (2.01 mL). After stirring for 30 minutes at 0° C., 2.74 mL of this solution was added to a solution of methyl (2-trimethylsilyloxyphenyl)acetate from Step 1, (357 mg) in THF (5 mL) at 0° C. After 20 minutes, ethyl iodide (0.144 mL) was added and the mixture was stirred for 18 hours at r.t. Then, 2 mL of 1N HCl was added and the resulting mixture was stirred for 30 minutes, extracted with EtOAc, washe... Reactants: BrCc1ccccc1, CCOC(C)=O, CCOCC, CS(C)=O, CCCCCC, [H-], Cc1cc(O)ccc1N, [Na+], C1CCOC1, O. Yields the product Cc1cc(OCc2ccccc2)ccc1N. As a reaction SMILES: [Br:12][CH2:13][c:14]1[cH:15][cH:16][cH:17][cH:18][cH:19]1.[C:25]([O:26][CH2:27][CH3:28])(=[O:29])[CH3:30].[CH2:42]([O:43][CH2:44][CH3:45])[CH3:46].[CH3:21][S:22]([CH3:23])=[O:24].[CH3:31][CH2:32][CH2:33][CH2:34][CH2:35][CH3:36].[H-:10].[NH2:1][c:2]1[c:3]([CH3:9])[cH:4][c:5]([OH:8])[cH:6][cH:7]1.[Na+:11].[O:37]1[CH2:38][CH2:39][CH2:40][CH2:41]1.[OH2:20]>>[NH2:1][c:2]1[c:3]([CH3:9])[cH:4][c:5]([O:8][CH2:13][c:14]2[cH:15][cH:16][cH:17][cH:18][cH:19]2)[cH:6][cH:7]1.